Dataset: the Open Reaction Database (ORD), a public repository of structured organic reaction records. Task: describe an organic reaction: reactants, conditions, products, and yield The reactants are NN(C(=S)NC1=C(C=C(C=C1)Cl)Cl)CCO (N-amino-N-(2-hydroxyethyl)-N'-(2,4-dichlorophenyl)thiourea), C=O (formaldehyde), C1(=CC=C(C=C1)S(=O)(=O)O)C (p-toluenesulfonic acid). Run in C(Cl)Cl (methylene chloride). Yields the product ClC1=C(C=CC(=C1)Cl)NC(=S)N1NCOCC1 (N-(2,4-Dichlorophenyl)tetrahydro-4H-1,3,4-oxadiazine-4-carbothioamide). Reaction SMILES: [NH2:1][N:2]([CH2:14][CH2:15][OH:16])[C:3]([NH:5][C:6]1[CH:11]=[CH:10][C:9]([Cl:12])=[CH:8][C:7]=1[Cl:13])=[S:4].C=O.[C:19]1(C)C=CC(S(O)(=O)=O)=CC=1>C(Cl)Cl>[Cl:13][C:7]1[CH:8]=[C:9]([Cl:12])[CH:10]=[CH:11][C:6]=1[NH:5][C:3]([N:2]1[CH2:14][CH2:15][O:16][CH2:19][NH:1]1)=[S:4]. Procedure: 1.72 g (6.20 mmol) N-amino-N-(2-hydroxyethyl)-N'-(2,4-dichlorophenyl)thiourea was suspended in 40 mL methylene chloride. 0.52 g (37% aqueous, 6.4 mmol) formaldehyde and a small quantity of p-toluenesulfonic acid were added before the reaction mixture was heated for 17 h in a Dean-Stark apparatus. The solvent was then removed and the desired product isolated. The reactants are CC(C)=O, O=C(CCl)NCc1cc2c(c(S(=O)(=O)Cl)c1O)CCC2, N, O. Product: NS(=O)(=O)c1c(O)c(CNC(=O)CCl)cc2c1CCC2. Reaction SMILES: [CH3:22][C:23](=[O:24])[CH3:25].[Cl:1][CH2:2][C:3](=[O:4])[NH:5][CH2:6][c:7]1[c:8]([OH:20])[c:9]([S:16](=[O:17])(=[O:18])[Cl:19])[c:10]2[c:14]([cH:15]1)[CH2:13][CH2:12][CH2:11]2.[NH3:21].[OH2:26]>>[Cl:1][CH2:2][C:3](=[O:4])[NH:5][CH2:6][c:7]1[c:8]([OH:20])[c:9]([S:16](=[O:17])(=[O:18])[NH2:21])[c:10]2[c:14]([cH:15]1)[CH2:13][CH2:12][CH2:11]2. Starting materials: CSC1=NCCC[C@@]1(C(=O)OCC)OC1=CC(=C(C(=C1)F)F)F (ethyl (3S)-2-(methylsulfanyl)-3-(3,4,5-trifluorophenoxy)-3,4,5,6-tetrahydropyridine-3-carboxylate), COC1=C(C(=O)NN)C=CC(=C1)C1=CN=C(O1)C (methoxy-4-(2-methyl-1,3-oxazol-5-yl)benzohydrazide), C(C)(=O)O (acetic acid). The solvent is C(C)(=O)OCC (ethyl acetate). Reaction conditions: temperature 100 celsius, time 3 hour. Yields the product COC=1C=C(C=CC1C1=CN=C(O1)C)C1=NN=C2N1CCC[C@@]2(C(=O)OCC)OC2=CC(=C(C(=C2)F)F)F (ethyl (8R)-3-[3-methoxy-4-(2-methyl-1,3-oxazol-5-yl)phenyl]-8-(3,4,5-trifluorophenoxy)-5,6,7,8-tetrahydro[1,2,4]triazolo[4,3-a]pyridine-8-carboxylate). Reaction SMILES: CS[C:3]1[C@@:8]([O:14][C:15]2[CH:20]=[C:19]([F:21])[C:18]([F:22])=[C:17]([F:23])[CH:16]=2)([C:9]([O:11][CH2:12][CH3:13])=[O:10])[CH2:7][CH2:6][CH2:5][N:4]=1.CO[C:26]1[CH:35]=[C:34]([C:36]2[O:40][C:39]([CH3:41])=[N:38][CH:37]=2)[CH:33]=[CH:32][C:27]=1[C:28]([NH:30][NH2:31])=O.[C:42](O)(=[O:44])C>C(OCC)(=O)C>[CH3:42][O:44][C:33]1[CH:32]=[C:27]([C:28]2[N:4]3[CH2:5][CH2:6][CH2:7][C@:8]([O:14][C:15]4[CH:20]=[C:19]([F:21])[C:18]([F:22])=[C:17]([F:23])[CH:16]=4)([C:9]([O:11][CH2:12][CH3:13])=[O:10])[C:3]3=[N:31][N:30]=2)[CH:26]=[CH:35][C:34]=1[C:36]1[O:40][C:39]([CH3:41])=[N:38][CH:37]=1. Procedure details: To ethyl (3S)-2-(methylsulfanyl)-3-(3,4,5-trifluorophenoxy)-3,4,5,6-tetrahydropyridine-3-carboxylate (702 mg) and 3 methoxy-4-(2-methyl-1,3-oxazol-5-yl)benzohydrazide (500 mg) was added acetic acid (3 mL), and the mixture was stirred at 100° C. for 3 hr. The reaction mixture was diluted with ethyl acetate, and the mixture was washed with 10% aqueous potassium carbonate solution and saturated brine, dried over anhydrous sodium sulfate, and purified by silica gel column chromatography (NH, ethyl a... The reactants are C1CNCCN1, Cc1cc2cn[nH]c2cc1NC(=O)c1cc([N+](=O)[O-])c(N)cc1Cl, [NH4+], C1COCCO1, [OH-], O. The product is Cc1cc2cn[nH]c2cc1NC(=O)c1cc([N+](=O)[O-])c(N)cc1N1CCNCC1. As a reaction SMILES: [CH2:27]1[CH2:28][NH:29][CH2:30][CH2:31][NH:32]1.[NH2:3][c:4]1[cH:5][c:6]([Cl:26])[c:7]([C:8](=[O:9])[NH:10][c:11]2[c:12]([CH3:20])[cH:13][c:14]3[cH:15][n:16][nH:17][c:18]3[cH:19]2)[cH:21][c:22]1[N+:23](=[O:24])[O-:25].[NH4+:2].[O:34]1[CH2:35][CH2:36][O:37][CH2:38][CH2:39]1.[OH-:1].[OH2:33]>>[NH2:3][c:4]1[cH:5][c:6]([N:29]2[CH2:28][CH2:27][NH:32][CH2:31][CH2:30]2)[c:7]([C:8](=[O:9])[NH:10][c:11]2[c:12]([CH3:20])[cH:13][c:14]3[cH:15][n:16][nH:17][c:18]3[cH:19]2)[cH:21][c:22]1[N+:23](=[O:24])[O-:25]. The reactants are C(C1=CC=CC=C1)N1N=NN=C1C(=O)Cl (1-benzyl-1H-tetrazole-5-carbonyl chloride), NC1=C(C#N)C(=CC=C1)N1CCN(CC1)C (2-amino-6-(4-methyl-1-piperazinyl)benzonitrile). Yields the product C(C1=CC=CC=C1)N1N=NN=C1C(=O)NC1=C(C(=CC=C1)N1CCN(CC1)C)C#N (1-benzyl-N-[2-cyano-3-(4-methyl-1-piperazinyl)phenyl]-1H-tetrazole-5-carboxamide). As a reaction SMILES: [CH2:1]([N:8]1[C:12]([C:13](Cl)=[O:14])=[N:11][N:10]=[N:9]1)[C:2]1[CH:7]=[CH:6][CH:5]=[CH:4][CH:3]=1.[NH2:16][C:17]1[CH:24]=[CH:23][CH:22]=[C:21]([N:25]2[CH2:30][CH2:29][N:28]([CH3:31])[CH2:27][CH2:26]2)[C:18]=1[C:19]#[N:20]>>[CH2:1]([N:8]1[C:12]([C:13]([NH:16][C:17]2[CH:24]=[CH:23][CH:22]=[C:21]([N:25]3[CH2:26][CH2:27][N:28]([CH3:31])[CH2:29][CH2:30]3)[C:18]=2[C:19]#[N:20])=[O:14])=[N:11][N:10]=[N:9]1)[C:2]1[CH:7]=[CH:6][CH:5]=[CH:4][CH:3]=1. Procedure details: In a manner similar to Example I, 1-benzyl-1H-tetrazole-5-carbonyl chloride is condensed with 2-amino-6-(4-methyl-1-piperazinyl)benzonitrile to give 1-benzyl-N-[2-cyano-3-(4-methyl-1-piperazinyl)phenyl]-1H-tetrazole-5-carboxamide. Reactants: C(C1=CC=2OCOC2C=C1)N (piperonylamine), C(C=C(C)CCC=C(C)CCC=C(C)C)C/C(=C/CC/C(=C/CBr)/C)/C (farnesylgeranyl bromide). Solvent: C1CCOC1 (THF), C1CCOC1 (THF). Reaction conditions: time 12 hour. The product is C(C=C(C)CCC=C(C)CCC=C(C)C)C/C(=C/CC/C(=C/CNCC1=CC=2OCOC2C=C1)/C)/C (N-farnesylgeranylpiperonylamine). The yield is 81.2%. As a reaction SMILES: [CH2:1]([NH2:11])[C:2]1[CH:10]=[CH:9][C:8]2[O:7][CH2:6][O:5][C:4]=2[CH:3]=1.[CH2:12]([CH2:27]/[C:28](/[CH3:37])=[CH:29]/[CH2:30][CH2:31]/[C:32](/[CH3:36])=[CH:33]/[CH2:34]Br)[CH:13]=[C:14]([CH2:16][CH2:17][CH:18]=[C:19]([CH2:21][CH2:22][CH:23]=[C:24]([CH3:26])[CH3:25])[CH3:20])[CH3:15]>C1COCC1>[CH2:12]([CH2:27]/[C:28](/[CH3:37])=[CH:29]/[CH2:30][CH2:31]/[C:32](/[CH3:36])=[CH:33]/[CH2:34][NH:11][CH2:1][C:2]1[CH:10]=[CH:9][C:8]2[O:7][CH2:6][O:5][C:4]=2[CH:3]=1)[CH:13]=[C:14]([CH2:16][CH2:17][CH:18]=[C:19]([CH2:21][CH2:22][CH:23]=[C:24]([CH3:26])[CH3:25])[CH3:20])[CH3:15]. Reported procedure: In 40 ml of THF was dissolved 7.56 g of piperonylamine, a solution of 2.11 g of farnesylgeranyl bromide in 10 ml of THF was added dropwise at room temperature and stirred at room temperature for 12 hours. Then, the THF was concentrated under reduced pressure. The concentrate was dissolved in chloroform and then washed with a 5% sodium hydroxide solution. After the chloroform layer was concentrated under reduced pressure, the concentrate was dissolved in acetonitrile and extracted with hexane (15... Reactants: C1=CC=CC=2C(C3=C(CCC21)C=CC=C3)=C3CCN(CC3)C (4-(10,11-dihydro-5-dibenzo[a,d]cycloheptenylidene)-1-methylpiperidine), CC(=O)C=C (methylvinylketone), C1=CC=CC=2C(C3=C(CCC21)C=CC=C3)=C3CCNCC3 (4-(10,11-dihydro-5-dibenzo[a,d]cycloheptenylidene)piperidine), Example 4 ( a ). Run in C(C)O (ethanol). Yields the product C1=CC=CC=2C(C3=C(CCC21)C=CC=C3)=C3CCN(CC3)CCC(C)=O (4-[4-(10,11-dihydro-5-dibenzo[a,d]-cycloheptenylidene)piperidino]-2-butanone). RXN SMILES: [CH3:1][C:2]([CH:4]=[CH2:5])=[O:3].[CH:6]1[C:16]2[CH2:15][CH2:14][C:13]3[CH:17]=[CH:18][CH:19]=[CH:20][C:12]=3[C:11](=[C:21]3[CH2:26][CH2:25][NH:24][CH2:23][CH2:22]3)[C:10]=2[CH:9]=[CH:8][CH:7]=1.C1C2CCC3C=CC=CC=3C(=C3CCN(C)CC3)C=2C=CC=1>C(O)C>[CH:6]1[C:16]2[CH2:15][CH2:14][C:13]3[CH:17]=[CH:18][CH:19]=[CH:20][C:12]=3[C:11](=[C:21]3[CH2:22][CH2:23][N:24]([CH2:5][CH2:4][C:2](=[O:3])[CH3:1])[CH2:25][CH2:26]3)[C:10]=2[CH:9]=[CH:8][CH:7]=1. Procedure details: 5.1 g of methylvinylketone are added dropwise at 70° to a solution of 10 g of 4-(10,11-dihydro-5-dibenzo[a,d]cycloheptenylidene)piperidine [M.P. 113°-114°, produced in a manner analogous to that described in Example 4 (a), from 4-(10,11-dihydro-5-dibenzo[a,d]cycloheptenylidene)-1-methylpiperidine] in 100 cc of ethanol, and the mixture is boiled at reflux for 11/2 hours. The reaction mixture is then concentrated by evaporation in a vacuum, the residue is dissolved in acetone, the solution is made...